Dataset: the Open Reaction Database (ORD), a public repository of structured organic reaction records. Task: describe an organic reaction: reactants, conditions, products, and yield The reactants are C(CCC)N1C(C(=C(C2=CC=CN=C12)C1=CC(=CC=C1)OCCOC(C)=O)NC(=O)NC1=C(C=CC=C1C(C)C)C(C)C)=O (N-[1-butyl-4-{3-(2-acetoxyethoxy)phenyl}-1,2-dihydro-2-oxo-1,8-naphthyridin-3-yl]-N'-(2,6-diisopropylphenyl)urea), C([O-])([O-])=O.[K+].[K+] (potassium carbonate), O (water). The solvent is CO (methanol). Run at time 4 hour. Product: C(CCC)N1C(C(=C(C2=CC=CN=C12)C1=CC(=CC=C1)OCCO)NC(=O)NC1=C(C=CC=C1C(C)C)C(C)C)=O (N-[1-butyl-4-{3-(2-hydroxyethoxy)phenyl}-1,2-dihydro-2-oxo-1,8-naphthyridin-3-yl]-N'-(2,6-diisopropylphenyl)urea). The yield is 78.8%. RXN SMILES: [CH2:1]([N:5]1[C:14]2[C:9](=[CH:10][CH:11]=[CH:12][N:13]=2)[C:8]([C:15]2[CH:20]=[CH:19][CH:18]=[C:17]([O:21][CH2:22][CH2:23][O:24]C(=O)C)[CH:16]=2)=[C:7]([NH:28][C:29]([NH:31][C:32]2[C:37]([CH:38]([CH3:40])[CH3:39])=[CH:36][CH:35]=[CH:34][C:33]=2[CH:41]([CH3:43])[CH3:42])=[O:30])[C:6]1=[O:44])[CH2:2][CH2:3][CH3:4].C(=O)([O-])[O-].[K+].[K+].O>CO>[CH2:1]([N:5]1[C:14]2[C:9](=[CH:10][CH:11]=[CH:12][N:13]=2)[C:8]([C:15]2[CH:20]=[CH:19][CH:18]=[C:17]([O:21][CH2:22][CH2:23][OH:24])[CH:16]=2)=[C:7]([NH:28][C:29]([NH:31][C:32]2[C:37]([CH:38]([CH3:39])[CH3:40])=[CH:36][CH:35]=[CH:34][C:33]=2[CH:41]([CH3:43])[CH3:42])=[O:30])[C:6]1=[O:44])[CH2:2][CH2:3][CH3:4] |f:1.2.3|. Procedure: To a solution of N-[1-butyl-4-{3-(2-acetoxyethoxy)phenyl}-1,2-dihydro-2-oxo-1,8-naphthyridin-3-yl]-N'-(2,6-diisopropylphenyl)urea (196 mg, 0.33 mmol) in methanol (10 ml) was added potassium carbonate (11 mg), and the mixture was stirred at room temperature for 4 hours. To the mixture was added water, and the mixture was extracted with ethyl acetate. The extract was washed with water, washed with a saturated aqueous sodium chloride solution, and dried over anhydrous magnesium sulfate. The residue...